Dataset: the Open Reaction Database (ORD), a public repository of structured organic reaction records. Task: describe an organic reaction: reactants, conditions, products, and yield Reactants: B, C1CCOC1, CCC(=O)N1CC2CC(c3ccc(NS(=O)(=O)c4ccc(C(C)C)cc4)cc3)C2C1, Cl, C1CCOC1. Yields the product CCCN1CC2CC(c3ccc(NS(=O)(=O)c4ccc(C(C)C)cc4)cc3)C2C1. As a reaction SMILES: [BH3:31].[CH2:32]1[O:33][CH2:34][CH2:35][CH2:36]1.[CH:1]([CH3:2])([CH3:3])[c:4]1[cH:5][cH:6][c:7]([S:10](=[O:11])(=[O:12])[NH:13][c:14]2[cH:15][cH:16][c:17]([CH:20]3[CH:21]4[CH2:22][N:23]([C:27]([CH2:28][CH3:29])=[O:30])[CH2:24][CH:25]4[CH2:26]3)[cH:18][cH:19]2)[cH:8][cH:9]1.[ClH:37].[O:38]1[CH2:39][CH2:40][CH2:41][CH2:42]1>>[CH:1]([CH3:2])([CH3:3])[c:4]1[cH:5][cH:6][c:7]([S:10](=[O:11])(=[O:12])[NH:13][c:14]2[cH:15][cH:16][c:17]([CH:20]3[CH:21]4[CH2:22][N:23]([CH2:27][CH2:28][CH3:29])[CH2:24][CH:25]4[CH2:26]3)[cH:18][cH:19]2)[cH:8][cH:9]1.